describe an organic reaction: reactants, conditions, products, and yield From a dataset of the Open Reaction Database (ORD), a public repository of structured organic reaction records. Reactants: O=C([O-])[O-], CCCC[N+](CCCC)(CCCC)CCCC, COc1ccc(CCl)cc1, CC(C)=O, CC(=O)c1c(O)cccc1OCC1CC1, [I-], [K+], [K+]. The product is COc1ccc(COc2cccc(OCC3CC3)c2C(C)=O)cc1. As a reaction SMILES: [C:16](=[O:17])([O-:18])[O-:19].[CH2:37]([N+:38]([CH2:39][CH2:40][CH2:41][CH3:42])([CH2:43][CH2:44][CH2:45][CH3:46])[CH2:47][CH2:48][CH2:49][CH3:50])[CH2:51][CH2:52][CH3:53].[CH3:22][O:23][c:24]1[cH:25][cH:26][c:27]([CH2:28][Cl:29])[cH:30][cH:31]1.[CH3:32][C:33](=[O:34])[CH3:35].[CH:1]1([CH2:4][O:5][c:6]2[c:7]([C:13]([CH3:14])=[O:15])[c:8]([OH:12])[cH:9][cH:10][cH:11]2)[CH2:2][CH2:3]1.[I-:36].[K+:20].[K+:21]>>[CH:1]1([CH2:4][O:5][c:6]2[c:7]([C:13]([CH3:14])=[O:15])[c:8]([O:12][CH2:28][c:27]3[cH:26][cH:25][c:24]([O:23][CH3:22])[cH:31][cH:30]3)[cH:9][cH:10][cH:11]2)[CH2:2][CH2:3]1.